Dataset: the Open Reaction Database (ORD), a public repository of structured organic reaction records. Task: describe an organic reaction: reactants, conditions, products, and yield The reactants are O=C([O-])O, ClCCl, CC(C)(C)[O-], CN(C)C=O, CC(=O)O, Cc1ncc2n1-c1ccc(Cl)cc1C(c1ccccc1F)=NC2, [K+], Cc1ccccc1. Product: Cc1ncc2n1-c1ccc(Cl)cc1C(c1ccccc1F)N=C2. As a reaction SMILES: [C:35](=[O:36])([OH:37])[O-:38].[CH2:39]([Cl:40])[Cl:41].[CH3:1][C:2]([CH3:3])([O-:4])[CH3:5].[CH3:30][N:31]([CH3:32])[CH:33]=[O:34].[CH3:49][C:50](=[O:51])[OH:52].[Cl:7][c:8]1[cH:9][cH:10][c:11]2[c:12]([cH:29]1)[C:13]([c:22]1[c:23]([F:28])[cH:24][cH:25][cH:26][cH:27]1)=[N:14][CH2:15][c:16]1[n:17]-2[c:18]([CH3:21])[n:19][cH:20]1.[K+:6].[c:42]1([CH3:43])[cH:44][cH:45][cH:46][cH:47][cH:48]1>>[Cl:7][c:8]1[cH:9][cH:10][c:11]2[c:12]([cH:29]1)[CH:13]([c:22]1[c:23]([F:28])[cH:24][cH:25][cH:26][cH:27]1)[N:14]=[CH:15][c:16]1[n:17]-2[c:18]([CH3:21])[n:19][cH:20]1. The reactants are B(Cl)(Cl)Cl (boron trichloride), Cl.C1(=CC=CC=C1)C1=C(C2=CC=C(C=C2C=C1)OC)CC1=CC=C(C=C1)OCCN1CCCCC1 ([2-Phenyl-6-methoxynaphthalen-1-yl][4-[2-(1-piperdinyl)ethoxy]phenyl]methane hydrochloride), CO (Methanol). The solvent is ClCCCl (1,2-dichloroethane). Conditions: time 8 hour. Yields the product C1(=CC=CC=C1)C1=C(C2=CC=C(C=C2C=C1)O)CC1=CC=C(C=C1)OCCN1CCCCC1 ([2-Phenyl-6-hydroxynaphthalen-1-yl][4-[2-(1-piperdinyl)ethoxy]phenyl]methane). Yield: 77.1%. As a reaction SMILES: Cl.[C:2]1([C:8]2[CH:17]=[CH:16][C:15]3[C:10](=[CH:11][CH:12]=[C:13]([O:18]C)[CH:14]=3)[C:9]=2[CH2:20][C:21]2[CH:26]=[CH:25][C:24]([O:27][CH2:28][CH2:29][N:30]3[CH2:35][CH2:34][CH2:33][CH2:32][CH2:31]3)=[CH:23][CH:22]=2)[CH:7]=[CH:6][CH:5]=[CH:4][CH:3]=1.B(Cl)(Cl)Cl.CO>ClCCCl>[C:2]1([C:8]2[CH:17]=[CH:16][C:15]3[C:10](=[CH:11][CH:12]=[C:13]([OH:18])[CH:14]=3)[C:9]=2[CH2:20][C:21]2[CH:26]=[CH:25][C:24]([O:27][CH2:28][CH2:29][N:30]3[CH2:31][CH2:32][CH2:33][CH2:34][CH2:35]3)=[CH:23][CH:22]=2)[CH:3]=[CH:4][CH:5]=[CH:6][CH:7]=1 |f:0.1|. Procedure: To a solution of the product of Example 9 (4.0 g, 8.0 mmol) stirring in 1,2-dichloroethane (50 mL) at 0° C. was added boron trichloride (10 mL, 117.0 mmol). The resulting dark purple solution was stirred at room temperature overnight in a sealed tube then cooled to 0° C. Methanol (50 mL) was carefully added dropwise over a 30 minute period (caution: gas evolution). The resulting solution was concentrated and dissolved in ethyl acetate. The organic extract was washed with saturated aqueous sodium... Reactants: [H-].[Na+] (Sodium hydride), CCC(C(=O)OC)C(=O)OCC (diethyl methyl malonate), BrC1=C(C=C(C=C1)Br)[N+](=O)[O-] (2,5-dibromonitrobenzene). Solvent: CS(=O)C (dimethyl sulfoxide), CS(=O)C (dimethyl sulfoxide). Conditions: time 1.5 hour. Yields the product BrC1=CC=C2C(C(NC2=C1)=O)C ((3-RS)-6-bromo-2,3-dihydro-3-methyl-1H-indole-2-one). As a reaction SMILES: [H-].[Na+].C[CH2:4][CH:5](C(OCC)=O)[C:6](OC)=[O:7].Br[C:16]1[CH:21]=[CH:20][C:19]([Br:22])=[CH:18][C:17]=1[N+:23]([O-])=O>CS(C)=O>[Br:22][C:19]1[CH:18]=[C:17]2[C:16]([CH:5]([CH3:4])[C:6](=[O:7])[NH:23]2)=[CH:21][CH:20]=1 |f:0.1|. Procedure: Sodium hydride (3.9 g) was suspended in dimethyl sulfoxide (24 mL), and diethyl methyl malonate (16 mL) was added at 0° C., and then the reaction mixture was stirred at room temperature for 1.5 hours. The reaction mixture was heated to 100° C., and a solution of 2,5-dibromonitrobenzene (15.3 g) in dimethyl sulfoxide (17 mL) was added at 100° C., and then the reaction mixture was stirred at 100° C. for 5 hours. The reaction mixture was quenched with water, and extracted with ethyl acetate. The ob... Reactants: [Cl-].[NH4+] (ammonium chloride), [Li+].[AlH4-] (Lithium tetrahydridoaluminate), solution, O1C(CC2=CC=C(C=C2)C2=NC=CC=C2S(=O)(=O)N(C2=NC=C(N=C2OC)C)C(=O)OCC(C)C)(C1)C (2-[4-(2,3-epoxy-2-methylpropyl)phenyl]-N-(isobutoxycarbonyl)-N-(3-methoxy-5-methylpyrazin-2-yl)pyridine-3-sulphonamide). The solvent is CCOCC (ether), C1CCOC1 (THF). The product is OC(CC1=CC=C(C=C1)C1=NC=CC=C1S(=O)(=O)NC1=NC=C(N=C1OC)C)(C)C (2-[4-(2-hydroxy-2-methylpropyl)phenyl]-N-(3-methoxy-5-methylpyrazin-2-yl)pyridine-3-sulphonamide). Isolated yield 7.9%. As a reaction SMILES: [Li+].[AlH4-].[O:3]1[CH2:38][C:4]1([CH3:39])[CH2:5][C:6]1[CH:11]=[CH:10][C:9]([C:12]2[C:17]([S:18]([N:21](C(OCC(C)C)=O)[C:22]3[C:27]([O:28][CH3:29])=[N:26][C:25]([CH3:30])=[CH:24][N:23]=3)(=[O:20])=[O:19])=[CH:16][CH:15]=[CH:14][N:13]=2)=[CH:8][CH:7]=1.[Cl-].[NH4+]>CCOCC.C1COCC1>[OH:3][C:4]([CH3:39])([CH3:38])[CH2:5][C:6]1[CH:11]=[CH:10][C:9]([C:12]2[C:17]([S:18]([NH:21][C:22]3[C:27]([O:28][CH3:29])=[N:26][C:25]([CH3:30])=[CH:24][N:23]=3)(=[O:20])=[O:19])=[CH:16][CH:15]=[CH:14][N:13]=2)=[CH:8][CH:7]=1 |f:0.1,3.4|. Procedure details: Lithium tetrahydridoaluminate (20.5 ml of a 1M solution in ether) was added over 10 minutes to a solution of 2-[4-(2,3-epoxy-2-methylpropyl)phenyl]-N-(isobutoxycarbonyl)-N-(3-methoxy-5-methylpyrazin-2-yl)pyridine-3-sulphonamide (1.8 g) in anhydrous THF at 0° C. After 30 minutes the reaction mixture was poured into saturated aqueous ammonium chloride solution (50 ml) and was extracted with ethyl acetate (4×50 ml). The extracts were washed with brine and dried (MgSO4). Volatile material was remove... RXN SMILES: [C:1]([O:4][CH2:5][C:6]1[C:11](B2OC(C)(C)C(C)(C)O2)=[CH:10][C:9]([F:21])=[CH:8][C:7]=1[N:22]1[C:34](=[O:35])[C:33]2[N:25]([C:26]3[CH:27]4[CH2:36][CH:30]([C:31]=3[CH:32]=2)[CH2:29][CH2:28]4)[CH2:24][CH2:23]1)(=[O:3])[CH3:2].Br[C:38]1[CH:39]=[C:40]([NH:46][C:47]2[CH:52]=[CH:51][C:50]([N:53]3[CH2:58][CH2:57][N:56]([CH:59]4[CH2:62][O:61][CH2:60]4)[CH2:55][CH2:54]3)=[CH:49][N:48]=2)[C:41](=[O:45])[N:42]([CH3:44])[CH:43]=1.C([O-])([O-])=O.[Na+].[Na+].O>CN(C=O)C.C1C=CC(P(C2C=CC=CC=2)[C-]2C=CC=C2)=CC=1.C1C=CC(P(C2C=CC=CC=2)[C-]2C=CC=C2)=CC=1.Cl[Pd]Cl.[Fe+2]>[C:1]([O:4][CH2:5][C:6]1[C:7]([N:22]2[C:34](=[O:35])[C:33]3[N:25]([C:26]4[CH:27]5[CH2:36][CH:30]([C:31]=4[CH:32]=3)[CH2:29][CH2:28]5)[CH2:24][CH2:23]2)=[CH:8][C:9]([F:21])=[CH:10][C:11]=1[C:38]1[CH:39]=[C:40]([NH:46][C:47]2[CH:52]=[CH:51][C:50]([N:53]3[CH2:58][CH2:57][N:56]([CH:59]4[CH2:60][O:61][CH2:62]4)[CH2:55][CH2:54]3)=[CH:49][N:48]=2)[C:41](=[O:45])[N:42]([CH3:44])[CH:43]=1)(=[O:3])[CH3:2] |f:2.3.4,7.8.9.10|. Solvent: CN(C)C=O (DMF). Conditions: temperature 80 celsius, time 5 hour. The reagents and catalysts are C1=CC=C(C=C1)P([C-]2C=CC=C2)C3=CC=CC=C3.C1=CC=C(C=C1)P([C-]2C=CC=C2)C3=CC=CC=C3.Cl[Pd]Cl.[Fe+2] (PdCl2(dppf)). Isolated yield 70.6%. Reactants: O (H2O), C(C)(=O)OCC1=C(C=C(C=C1B1OC(C(O1)(C)C)(C)C)F)N1CCN2C=3C4CCC(C3C=C2C1=O)C4 ((4-Fluoro-2-{7-oxo-3,6-diazatetracyclo[9.2.1.02,10.03,8]tetradeca-2(10),8-dien-6-yl}-6-(tetramethyl-1,3,2-dioxaborolan-2-yl)phenyl)methyl Acetate), BrC=1C=C(C(N(C1)C)=O)NC1=NC=C(C=C1)N1CCN(CC1)C1COC1 (5-Bromo-1-methyl-3-(5-(4-(oxetan-3-yl)piperazin-1-yl)pyridin-2-ylamino)pyridin-2(1H)-one), C(=O)([O-])[O-].[Na+].[Na+] (Na2CO3). Reported procedure: A sealed tube was charged with 334h (300 mg, 0.6 mmol), 188e (254 mg, 0.6 mmol), Na2CO3 (129 mg, 1.2 mmol), PdCl2(dppf) (50 mg, 0.06 mmol) suspended in DMF (20 mL), and H2O (1 mL). The mixture was stirred at 80° C. for 5 hours. After reaction the mixture was partitioned between ethyl acetate and water. The organic phase was washed with water (2×), dried over sodium sulfate and concentrated. The residue was purified by reverse phase Combi-flash eluting with 0.3% NH4HCO3 in 1:5 water/CH3CN to give... Product: C(C)(=O)OCC1=C(C=C(C=C1N1CCN2C=3C4CCC(C3C=C2C1=O)C4)F)C4=CN(C(C(=C4)NC4=NC=C(C=C4)N4CCN(CC4)C4COC4)=O)C ({4-Fluoro-2-[1-methyl-5-({5-[4-(oxetan-3-yl)piperazin-1-yl]pyridin-2-yl}amino)-6-oxo-1,6-dihydropyridin-3-yl]-6-{7-oxo-3,6-diazatetracyclo[9.2.1.02,10.03,8]tetradeca-2(10),8-dien-6-yl}phenyl}methyl Acetate). Starting materials: N1N=CC=C1 (pyrazole), ClC=1N=C(C2=C(N1)SC(=C2C)C)NCC2=CC(=CC=C2)[N+](=O)[O-] (2-chloro-5,6-dimethyl-4-(3-nitrobenzylamino)-thieno-[2,3-d]-pyrimidine). The product is N1(N=CC=C1)C=1N=C(C2=C(N1)SC(=C2C)C)NCC2=CC(=CC=C2)[N+](=O)[O-] (2-(pyrazol-1-yl)-5,6-dimethyl-4-(3-nitrobenzylamino)-thieno-[2,3-d]-pyrimidine). Reaction SMILES: [NH:1]1[CH:5]=[CH:4][CH:3]=[N:2]1.Cl[C:7]1[N:8]=[C:9]([NH:18][CH2:19][C:20]2[CH:25]=[CH:24][CH:23]=[C:22]([N+:26]([O-:28])=[O:27])[CH:21]=2)[C:10]2[C:15]([CH3:16])=[C:14]([CH3:17])[S:13][C:11]=2[N:12]=1>>[N:1]1([C:7]2[N:8]=[C:9]([NH:18][CH2:19][C:20]3[CH:25]=[CH:24][CH:23]=[C:22]([N+:26]([O-:28])=[O:27])[CH:21]=3)[C:10]3[C:15]([CH3:16])=[C:14]([CH3:17])[S:13][C:11]=3[N:12]=2)[CH:5]=[CH:4][CH:3]=[N:2]1. Procedure: Following the procedure of Example 97, the reaction of pyrazole with 2-chloro-5,6-dimethyl-4-(3-nitrobenzylamino)-thieno-[2,3-d]-pyrimidine gives 2-(pyrazol-1-yl)-5,6-dimethyl-4-(3-nitrobenzylamino)-thieno-[2,3-d]-pyrimidine. Starting materials: O=C1CCCCCC1, CC(C)(C)OC(=O)N1CCC(N)C1. Yields the product CC(C)(C)OC(=O)N1CCC(NC2CCCCCC2)C1. As a reaction SMILES: [C:14]1(=[O:21])[CH2:15][CH2:16][CH2:17][CH2:18][CH2:19][CH2:20]1.[NH2:1][CH:2]1[CH2:3][N:4]([C:7](=[O:8])[O:9][C:10]([CH3:11])([CH3:12])[CH3:13])[CH2:5][CH2:6]1>>[NH:1]([CH:2]1[CH2:3][N:4]([C:7](=[O:8])[O:9][C:10]([CH3:11])([CH3:12])[CH3:13])[CH2:5][CH2:6]1)[CH:14]1[CH2:15][CH2:16][CH2:17][CH2:18][CH2:19][CH2:20]1.